This data is from the Open Reaction Database (ORD), a public repository of structured organic reaction records. The task is: describe an organic reaction: reactants, conditions, products, and yield Reactants: [OH-].[Li+] (lithium hydroxide), COC([C@](CC1=CC=CC=C1)(C)OC)=O ((R)-2-methoxy-2-methyl-3-phenyl-propionic acid methyl ester), Cl (HCl). Run in CO (methanol). Reaction conditions: time 2.5 hour. The product is CO[C@@](C(=O)O)(CC1=CC=CC=C1)C ((R)-2-Methoxy-2-methyl-3-phenyl-propionic acid). As a reaction SMILES: C[O:2][C:3](=[O:15])[C@@:4]([O:13][CH3:14])([CH3:12])[CH2:5][C:6]1[CH:11]=[CH:10][CH:9]=[CH:8][CH:7]=1.[OH-].[Li+].Cl>CO>[CH3:14][O:13][C@:4]([CH3:12])([CH2:5][C:6]1[CH:11]=[CH:10][CH:9]=[CH:8][CH:7]=1)[C:3]([OH:15])=[O:2] |f:1.2|. Reported procedure: 1.69 g of (R)-2-methoxy-2-methyl-3-phenyl-propionic acid methyl ester are dissolved in 40 ml of methanol. 40 ml of a 1M aqueous lithium hydroxide solution are added and the mixture is stirred for 2.5 hours at room temperature. The reaction mixture is neutralised with 1M HCl and concentrated by evaporation. The residue is purified by flash chromatography (SiO2 60F) to provide the title compound as a yellow oil. Rf=0.70 (35:13:5 dichloromethane-methanol-acetic acid). Reactants: C1(=CC=CC=C1)S (Thiophenol), ClC1=CC=CC=2C(C3=CC=CC=C3C(C12)=O)=O (1-chloro-anthraquinone), C([O-])([O-])=O.[K+].[K+] (potassium carbonate). Run in C(C)OC(C)O (ethoxyethanol). Reaction conditions: temperature 120 celsius. The product is C1(=CC=CC=C1)SC1=CC=CC=2C(C3=CC=CC=C3C(C12)=O)=O (1-phenylsulfanyl-anthraquinone). The yield is 96.0%. As a reaction SMILES: [C:1]1([SH:7])[CH:6]=[CH:5][CH:4]=[CH:3][CH:2]=1.Cl[C:9]1[C:22]2[C:21](=[O:23])[C:20]3[C:15](=[CH:16][CH:17]=[CH:18][CH:19]=3)[C:14](=[O:24])[C:13]=2[CH:12]=[CH:11][CH:10]=1.C(=O)([O-])[O-].[K+].[K+]>C(OC(O)C)C>[C:1]1([S:7][C:16]2[C:15]3[C:14](=[O:24])[C:13]4[C:22](=[CH:9][CH:10]=[CH:11][CH:12]=4)[C:21](=[O:23])[C:20]=3[CH:19]=[CH:18][CH:17]=2)[CH:6]=[CH:5][CH:4]=[CH:3][CH:2]=1 |f:2.3.4|. Procedure details: 45 g Thiophenol are added dropwise to a suspension of 100 g 1-chloro-anthraquinone and 63 g potassium carbonate in 150 ml ethoxyethanol at 23° C. under stirring. The reaction is strongly exotherm and addition must be performed very slowly, and subsequent addition of solvent improves fluidity and stirring of the reaction mixture. After heating at 120° C. for 3½ hours and subsequent cooling to 23° C., the mixture is filtered on glass (porosity 3) to afford a presscake which is washed with 1 l of m... The reactants are [BH4-], CCO, COC(=O)CCCC#CCN1C(=O)CCC1COC(=O)NCCc1ccccc1, Cl[Ni]Cl, NCCN, [Na+]. The product is COC(=O)CCCC=CCN1C(=O)CCC1COC(=O)NCCc1ccccc1. RXN SMILES: [BH4-:1].[CH3:36][CH2:37][OH:38].[CH3:7][O:8][C:9]([CH2:10][CH2:11][CH2:12][C:13]#[C:14][CH2:15][N:16]1[C:17](=[O:34])[CH2:18][CH2:19][CH:20]1[CH2:21][O:22][C:23]([NH:24][CH2:25][CH2:26][c:27]1[cH:28][cH:29][cH:30][cH:31][cH:32]1)=[O:33])=[O:35].[Cl:39][Ni:40][Cl:41].[NH2:3][CH2:4][CH2:5][NH2:6].[Na+:2]>>[CH3:7][O:8][C:9]([CH2:10][CH2:11][CH2:12][CH:13]=[CH:14][CH2:15][N:16]1[C:17](=[O:34])[CH2:18][CH2:19][CH:20]1[CH2:21][O:22][C:23]([NH:24][CH2:25][CH2:26][c:27]1[cH:28][cH:29][cH:30][cH:31][cH:32]1)=[O:33])=[O:35]. RXN SMILES: Cl.Cl.ClC1C=CC(C2C3C4CCNCCC4NC=3C=CC=2)=CC=1.[Cl:24][C:25]1[CH:30]=[C:29]([Cl:31])[CH:28]=[CH:27][C:26]=1[C:32]1[C:33]2[C:34]3[CH2:54][CH2:53][NH:52][CH2:51][CH2:50][C:35]=3[N:36]([CH2:41][CH2:42][O:43][C:44]3[CH:49]=[CH:48][CH:47]=[CH:46][CH:45]=3)[C:37]=2[CH:38]=[CH:39][CH:40]=1>>[Cl:24][C:25]1[CH:30]=[C:29]([Cl:31])[CH:28]=[CH:27][C:26]=1[C:32]1[C:33]2[C@@H:34]3[CH2:54][CH2:53][NH:52][CH2:51][CH2:50][C@@H:35]3[N:36]([CH2:41][CH2:42][O:43][C:44]3[CH:49]=[CH:48][CH:47]=[CH:46][CH:45]=3)[C:37]=2[CH:38]=[CH:39][CH:40]=1 |f:0.1.2|. Procedure: Following the procedure for the preparation of 10-(4-chlorophenyl)-1,2,3,4,5,5a,6,10b-octahydroazepino[4,5-b]indole dihydrochloride, making non-critical variations, starting from 10-(2,4-dichlorophenyl)-6-(2-phenoxyethyl)-1,2,3,4,5,6-hexahydroazepino[4,5-b]indole the title compound was prepared: 1H NMR (CD3OD) δ 1.47, 1.55, 2.20, 2.66, 2.90, 3.19, 3.52-3.63, 4.13-4.21, 6.44, 6.50, 6.93, 7.15, 7.25-7.42, 7.57. HRMS (FAB) calcd for C26H26Cl2N2O2 (MH+) 453.1500, found 453.1520. The product is ClC1=C(C=CC(=C1)Cl)C=1C=2[C@H]3[C@@H](N(C2C=CC1)CCOC1=CC=CC=C1)CCNCC3 ((5aS*,10bS *)-10-(2,4-dichlorophenyl)-6-(2-phenoxyethyl)-1,2,3,4,5,5a,6,10b-octahydroazepino[4,5-b]indole). The reactants are Cl.Cl.ClC1=CC=C(C=C1)C=1C=2C3C(NC2C=CC1)CCNCC3 (10-(4-chlorophenyl)-1,2,3,4,5,5a,6,10b-octahydroazepino[4,5-b]indole dihydrochloride), ClC1=C(C=CC(=C1)Cl)C=1C=2C3=C(N(C2C=CC1)CCOC1=CC=CC=C1)CCNCC3 (10-(2,4-dichlorophenyl)-6-(2-phenoxyethyl)-1,2,3,4,5,6-hexahydroazepino[4,5-b]indole). Reactants: COC=1C=C(C=CC1OC)CCNCC(COC1=C(C(=O)NC2=C3C=CNC3=CC=C2)C=CC=C1)O (2[3-[[2-(3,4-dimethoxyphenyl)ethyl]amino]-2-hydroxypropoxy]-N-(1H-indol-4-yl)-benzamide), [OH-].[Na+] (sodium hydroxide), C=O (formaldehyde), C(#N)[BH3-].[Na+] (sodium cyanoborohydride). The reagents and catalysts are [Cl-].[Zn+2].[Cl-] (zinc chloride). The solvent is CO (methanol), O (water), CO (methanol). Reaction conditions: time 2 hour. Yields the product COC=1C=C(C=CC1OC)CCN(CC(COC1=C(C(=O)NC2=C3C=CNC3=CC=C2)C=CC=C1)O)C (2-[3-[[2-(3,4-dimethoxyphenyl)ethyl]methylamino]-2-hydroxypropoxy]-N-(1H-indol-4-yl)-benzamide). Isolated yield 72.9%. As a reaction SMILES: [CH3:1][O:2][C:3]1[CH:4]=[C:5]([CH2:11][CH2:12][NH:13][CH2:14][CH:15]([OH:36])[CH2:16][O:17][C:18]2[CH:35]=[CH:34][CH:33]=[CH:32][C:19]=2[C:20]([NH:22][C:23]2[CH:31]=[CH:30][CH:29]=[C:28]3[C:24]=2[CH:25]=[CH:26][NH:27]3)=[O:21])[CH:6]=[CH:7][C:8]=1[O:9][CH3:10].C=O.[C:39]([BH3-])#N.[Na+].[OH-].[Na+]>CO.[Cl-].[Zn+2].[Cl-].O>[CH3:1][O:2][C:3]1[CH:4]=[C:5]([CH2:11][CH2:12][N:13]([CH3:39])[CH2:14][CH:15]([OH:36])[CH2:16][O:17][C:18]2[CH:35]=[CH:34][CH:33]=[CH:32][C:19]=2[C:20]([NH:22][C:23]2[CH:31]=[CH:30][CH:29]=[C:28]3[C:24]=2[CH:25]=[CH:26][NH:27]3)=[O:21])[CH:6]=[CH:7][C:8]=1[O:9][CH3:10] |f:2.3,4.5,7.8.9|. Procedure: Under an inert atmosphere, a solution of 0.2 g of 2[3-[[2-(3,4-dimethoxyphenyl)ethyl]amino]-2-hydroxypropoxy]-N-(1H-indol-4-yl)-benzamide in 5 ml of methanol in the presence of 0.1 ml of formaldehyde with 40% of water was admixed with a solution of 26 mg of sodium cyanoborohydride and 27.2 mg of zinc chloride in 5 ml of methanol and the reaction mixture was left for 2 hours at ambient temperature. 5 ml of 0.1N sodium hydroxide were added, and the mixture was extracted with ethyl acetate. The org... Reactants: C1(CCC1)N1CCN(CCC1)C(=O)N1CC(C1)O (1-[(4-cyclobutyl-1,4-diazepan-1-yl)carbonyl]azetidin-3-ol), ClC=1C=CC(=NC1)C(=O)NCC1CC1 (5-chloro-N-(cyclopropylmethyl)pyridine-2-carboxamide). Run in CN(C)C=O (DMF). Product: C1(CCC1)N1CCN(CCC1)C(=O)N1CC(C1)OC=1C=CC(=NC1)C(=O)NCC1CC1 (5-({1-[(4-cyclobutyl-1,4-diazepan-1-yl)carbonyl]azetidin-3-yl}oxy)-N-(cyclopropylmethyl)pyridine-2-carboxamide). The yield is 240.0%. Reaction SMILES: [CH:1]1([N:5]2[CH2:11][CH2:10][CH2:9][N:8]([C:12]([N:14]3[CH2:17][CH:16]([OH:18])[CH2:15]3)=[O:13])[CH2:7][CH2:6]2)[CH2:4][CH2:3][CH2:2]1.Cl[C:20]1[CH:21]=[CH:22][C:23]([C:26]([NH:28][CH2:29][CH:30]2[CH2:32][CH2:31]2)=[O:27])=[N:24][CH:25]=1>CN(C=O)C>[CH:1]1([N:5]2[CH2:11][CH2:10][CH2:9][N:8]([C:12]([N:14]3[CH2:15][CH:16]([O:18][C:20]4[CH:21]=[CH:22][C:23]([C:26]([NH:28][CH2:29][CH:30]5[CH2:32][CH2:31]5)=[O:27])=[N:24][CH:25]=4)[CH2:17]3)=[O:13])[CH2:7][CH2:6]2)[CH2:4][CH2:3][CH2:2]1. Reported procedure: In a similar fashion (Route 20, GP I; except using DMF instead of DMSO as solvent), 1-[(4-cyclobutyl-1,4-diazepan-1-yl)carbonyl]azetidin-3-ol (50 mg, 0.20 mmol) and 5-chloro-N-(cyclopropylmethyl)pyridine-2-carboxamide (84 mg, 0.40 mmol) gave the title compound as colourless oil (25 mg, 0.48 mmol, 0.047 mmol, 23%) after purification by preparative HPLC. The reactants are COC(CCC1=C(C=C(C=C1)CN1N=CC=C1)C#CCCCC1=CC=CC=C1)=O (3-(2-(5-phenyl-1-pentynyl)-4-(pyrazol-1-ylmethyl)phenyl)propanoic acid methyl ester). The reagents and catalysts are [C].[Pd] (palladium carbon). The solvent is CO (methanol). Conditions: time 8 hour. Yields the product C1(=CC=CC=C1)CCCCCC1=C(C=CC(=C1)CN1N=CC=C1)CCC(=O)O (3-(2-(5-phenylpentyl)-4-(pyrazol-1-ylmethyl)phenyl)propanoic acid). The yield is 75.3%. Reaction SMILES: C[O:2][C:3](=[O:29])[CH2:4][CH2:5][C:6]1[CH:11]=[CH:10][C:9]([CH2:12][N:13]2[CH:17]=[CH:16][CH:15]=[N:14]2)=[CH:8][C:7]=1[C:18]#[C:19][CH2:20][CH2:21][CH2:22][C:23]1[CH:28]=[CH:27][CH:26]=[CH:25][CH:24]=1>CO.[C].[Pd]>[C:23]1([CH2:22][CH2:21][CH2:20][CH2:19][CH2:18][C:7]2[CH:8]=[C:9]([CH2:12][N:13]3[CH:17]=[CH:16][CH:15]=[N:14]3)[CH:10]=[CH:11][C:6]=2[CH2:5][CH2:4][C:3]([OH:29])=[O:2])[CH:24]=[CH:25][CH:26]=[CH:27][CH:28]=1 |f:2.3|. Reported procedure: To a solution of the compound prepared in Example 36 (300 mg) in methanol (3 ml) was added 10% palladium carbon (30 mg) and the mixture was stirred at room temperature overnight under an atmosphere of hydrogen. The reaction mixture was filtered through Cellite (trade mark) and then the filtrate was concentrated. To a solution of the residue in THF were added 1N aqueous solution of sodium hydroxide (2 ml) and methanol (2 ml) and the mixture was stirred at room temperature overnight. The reaction ... Starting materials: C(=O)(O)[O-].[Na+] (NaHCO3), [O-]S(=O)[O-].[Na+].[Na+] (Na2SO3), N1=CC(=CC=C1)S(=O)(=O)Cl (3-pyridinesulfonyl chloride). Solvent: O (water). Conditions: temperature 80 celsius. The product is [Na+].N1=CC(=CC=C1)S(=O)[O-] (3-pyridylsulfinic acid sodium salt). Reaction SMILES: C([O-])(O)=O.[Na+:5].[O-]S([O-])=O.[Na+].[Na+].[N:12]1[CH:17]=[CH:16][CH:15]=[C:14]([S:18](Cl)(=[O:20])=[O:19])[CH:13]=1>O>[Na+:5].[N:12]1[CH:17]=[CH:16][CH:15]=[C:14]([S:18]([O-:20])=[O:19])[CH:13]=1 |f:0.1,2.3.4,7.8|. Procedure details: To a solution of 0.39 g of NaHCO3 (4.6 mmol) and 0.58 g of Na2SO3 (4.6 mmol) in water (2.5 mL) were added 0.5 g (2.3 mmol) of 3-pyridinesulfonyl chloride. The reaction was heated at 80° C. for 3 h. The solvent was removed under reduced pressure. The filtrate was concentrated under reduced pressure to give 3-pyridylsulfinic acid sodium salt.